From a dataset of the Open Reaction Database (ORD), a public repository of structured organic reaction records. describe an organic reaction: reactants, conditions, products, and yield Starting materials: CO (methanol), COC1=C(C=CC(=C1)[C@@H]1CC=CC[C@H]1[N+](=O)[O-])O (trans-2-methoxy-4-(6-nitro-cyclohex-3-enyl)-phenol). Reagents/catalysts: [Pd] (Pd/C). Conditions: time 6 hour. The product is COC1=C(C=CC(=C1)[C@H]1[C@@H](CCCC1)[N+](=O)[O-])O (trans-2 methoxy-4-(2-nitro-cyclohexyl)-phenol). Reaction SMILES: CO.[CH3:3][O:4][C:5]1[CH:10]=[C:9]([C@H:11]2[C@H:16]([N+:17]([O-:19])=[O:18])[CH2:15][CH:14]=[CH:13][CH2:12]2)[CH:8]=[CH:7][C:6]=1[OH:20]>[Pd]>[CH3:3][O:4][C:5]1[CH:10]=[C:9]([C@@H:11]2[CH2:12][CH2:13][CH2:14][CH2:15][C@H:16]2[N+:17]([O-:19])=[O:18])[CH:8]=[CH:7][C:6]=1[OH:20]. Reported procedure: lin 300 ml methanol 8.4 g (33.7 mmol) of trans-2-methoxy-4-(6-nitro-cyclohex-3-enyl)-phenol are solved. To this solution 500 mg of 10% Pd/C are added. The mixture is hydrogenated at room temperature for 6 hours. The mixture was then filtered through Filter Cel and evaporation of the filtrate in vacuum, yielding trans-2 methoxy-4-(2-nitro-cyclohexyl)-phenol as a light yellow solid. Starting materials: S1C(=NC2=C1C=CC=C2)C(=O)C2CCN(CC2)CCCOC2=CC=C(C(=O)OC)C=C2 (4-[3-[4-[(2-Benzothiazolyl)carbonyl]-1-piperidinyl]propoxy]benzoic acid, methyl ester), ClCCCOC1=CC=C(C(=O)OC)C=C1 (4-(3-chloropropoxy)benzoic acid, methyl ester), [I-].[Na+] (sodium iodide). Solvent: C(C)OCC (ethyl ether), CC(=O)C (acetone). Product: ICCCOC1=CC=C(C(=O)OC)C=C1 (4-(3-iodopropoxy)benzoic acid, methyl ester). RXN SMILES: S1C2C=CC=CC=2N=C1C(C1CCN([CH2:18][CH2:19][CH2:20][O:21][C:22]2[CH:31]=[CH:30][C:25]([C:26]([O:28][CH3:29])=[O:27])=[CH:24][CH:23]=2)CC1)=O.ClCCCOC1C=CC(C(OC)=O)=CC=1.[I-:47].[Na+]>CC(C)=O.C(OCC)C>[I:47][CH2:18][CH2:19][CH2:20][O:21][C:22]1[CH:31]=[CH:30][C:25]([C:26]([O:28][CH3:29])=[O:27])=[CH:24][CH:23]=1 |f:2.3|. Reported procedure: 4-[3-[4-[(2-Benzothiazolyl)carbonyl]-1-piperidinyl]propoxy]benzoic acid, methyl ester ##STR22## Dissolve 4-(3-chloropropoxy)benzoic acid, methyl ester (6.97 g, 30.5 mmol) in anhydrous acetone (100 mL) and add powdered sodium iodide (16.0 g, 107 mmol). Heat at reflux under an argon atmosphere for 38 hours. Dilute with ethyl ether (100 mL) and filter through Celite® filter aid. Wash the filtrate with water and brine, then dry (MgSO4). Evaporate the solvent in vacuo to give 4-(3-iodopropoxy)benzoic... Product: COC(=O)C(CN)NC(=O)c1sc(C(=O)NCc2cccc(O)c2)cc1-c1ccccc1, O=C(O)C(F)(F)F. As a reaction SMILES: [CH3:1][O:2][C:3]([CH:4]([CH2:5][NH:6][C:7]([O:8][C:9]([CH3:10])([CH3:11])[CH3:12])=[O:13])[NH:14][C:15](=[O:16])[c:17]1[s:18][c:19]([C:28]([NH:29][CH2:30][c:31]2[cH:32][c:33]([OH:37])[cH:34][cH:35][cH:36]2)=[O:38])[cH:20][c:21]1-[c:22]1[cH:23][cH:24][cH:25][cH:26][cH:27]1)=[O:39].[Cl:47][CH2:48][Cl:49].[F:40][C:41]([C:42](=[O:43])[OH:44])([F:45])[F:46]>>[CH3:1][O:2][C:3]([CH:4]([CH2:5][NH2:6])[NH:14][C:15](=[O:16])[c:17]1[s:18][c:19]([C:28]([NH:29][CH2:30][c:31]2[cH:32][c:33]([OH:37])[cH:34][cH:35][cH:36]2)=[O:38])[cH:20][c:21]1-[c:22]1[cH:23][cH:24][cH:25][cH:26][cH:27]1)=[O:39].[F:40][C:41]([C:42](=[O:43])[OH:44])([F:45])[F:46]. Starting materials: COC(=O)C(CNC(=O)OC(C)(C)C)NC(=O)c1sc(C(=O)NCc2cccc(O)c2)cc1-c1ccccc1, ClCCl, O=C(O)C(F)(F)F. The reactants are NC(CCCCC(=O)OC)C1=C(C=CC=C1OC)OC (methyl 6-amino-6-(2,6-dimethoxyphenyl)hexanoate), CC=1SC2=C(N1)C=C(C=C2)C=O (2-methylbenzo[d]thiazole-5-carbaldehyde). Yields the product COC1=C(C(=CC=C1)OC)C1CCCCC(N1CC=1C=CC2=C(N=C(S2)C)C1)=O (7-(2,6-dimethoxyphenyl)-1-((2-methylbenzo[d]thiazol-5-yl)methyl)azepan-2-one). As a reaction SMILES: [NH2:1][CH:2]([C:11]1[C:16]([O:17][CH3:18])=[CH:15][CH:14]=[CH:13][C:12]=1[O:19][CH3:20])[CH2:3][CH2:4][CH2:5][CH2:6][C:7]([O:9]C)=O.[CH3:21][C:22]1[S:23][C:24]2[CH:30]=[CH:29][C:28]([CH:31]=O)=[CH:27][C:25]=2[N:26]=1>>[CH3:20][O:19][C:12]1[CH:13]=[CH:14][CH:15]=[C:16]([O:17][CH3:18])[C:11]=1[CH:2]1[N:1]([CH2:31][C:28]2[CH:29]=[CH:30][C:24]3[S:23][C:22]([CH3:21])=[N:26][C:25]=3[CH:27]=2)[C:7](=[O:9])[CH2:6][CH2:5][CH2:4][CH2:3]1. Procedure: Prepared according to the described general procedure 1 (GP1) by reaction of methyl 6-amino-6-(2,6-dimethoxyphenyl)hexanoate with 2-methylbenzo[d]thiazole-5-carbaldehyde. Subsequent purification by preparative HPLC afforded the target compound. LC-MS (conditions I): tR=1.23 min.; [M+H]+: 411.11 g/mol. Starting materials: C1CCOC1, CC1(C)OCC(CO)CO1, Cc1cc(-c2noc(-c3sc(C)c4c3CC3C4C3(C)C)n2)cc(C)c1O, CCOC(=O)N=NC(=O)OCC, c1ccc(P(c2ccccc2)c2ccccc2)cc1. The product is Cc1cc(-c2noc(-c3sc(C)c4c3CC3C4C3(C)C)n2)cc(C)c1OCC1COC(C)(C)OC1. Reaction SMILES: [CH2:68]1[O:69][CH2:70][CH2:71][CH2:72]1.[CH3:32][C:33]1([CH3:41])[O:34][CH2:35][CH:36]([CH2:39][OH:40])[CH2:37][O:38]1.[CH3:42][c:43]1[c:44]([OH:67])[c:45]([CH3:66])[cH:46][c:47](-[c:49]2[n:50][o:51][c:52](-[c:54]3[c:55]4[c:59]([c:60]([CH3:62])[s:61]3)[CH:58]3[CH:57]([CH2:56]4)[C:63]3([CH3:64])[CH3:65])[n:53]2)[cH:48]1.[O:20]=[C:21]([O:22][CH2:23][CH3:24])[N:25]=[N:26][C:27]([O:28][CH2:29][CH3:30])=[O:31].[c:1]1([P:2]([c:3]2[cH:4][cH:5][cH:6][cH:7][cH:8]2)[c:9]2[cH:10][cH:11][cH:12][cH:13][cH:14]2)[cH:15][cH:16][cH:17][cH:18][cH:19]1>>[CH3:32][C:33]1([CH3:41])[O:34][CH2:35][CH:36]([CH2:39][O:40][c:44]2[c:43]([CH3:42])[cH:48][c:47](-[c:49]3[n:50][o:51][c:52](-[c:54]4[c:55]5[c:59]([c:60]([CH3:62])[s:61]4)[CH:58]4[CH:57]([CH2:56]5)[C:63]4([CH3:64])[CH3:65])[n:53]3)[cH:46][c:45]2[CH3:66])[CH2:37][O:38]1.